From a dataset of the Open Reaction Database (ORD), a public repository of structured organic reaction records. describe an organic reaction: reactants, conditions, products, and yield Reactants: CCOC(C)=O, ClCCCI, [H-], [Na+], CN(C)C=O, O, COC(=O)Cc1ccccc1. The product is COC(=O)C(CCCCl)c1ccccc1. Reaction SMILES: [CH3:25][CH2:26][O:27][C:28](=[O:29])[CH3:30].[Cl:14][CH2:15][CH2:16][CH2:17][I:18].[H-:12].[Na+:13].[O:20]=[CH:21][N:22]([CH3:23])[CH3:24].[OH2:19].[c:1]1([CH2:7][C:8](=[O:9])[O:10][CH3:11])[cH:2][cH:3][cH:4][cH:5][cH:6]1>>[c:1]1([CH:7]([C:8](=[O:9])[O:10][CH3:11])[CH2:17][CH2:16][CH2:15][Cl:14])[cH:2][cH:3][cH:4][cH:5][cH:6]1.